Task: describe an organic reaction: reactants, conditions, products, and yield. Dataset: the Open Reaction Database (ORD), a public repository of structured organic reaction records The reactants are Cl (HCl), [H-].[Na+] (NaH), oil, FC(C(=O)OC)(C)C (methyl 2-fluoro-2-methylpropanoate), C(C)#N (acetonitrile). Run in O (water), C1CCOC1 (THF). Reaction conditions: temperature 70 celsius. Product: FC(C(CC#N)=O)(C)C (4-fluoro-4-methyl-3-oxopentanenitrile). The yield is 69.7%. As a reaction SMILES: [H-].[Na+].[F:3][C:4]([CH3:10])([CH3:9])[C:5](OC)=[O:6].[C:11](#[N:13])[CH3:12].Cl>C1COCC1.O>[F:3][C:4]([CH3:10])([CH3:9])[C:5](=[O:6])[CH2:12][C:11]#[N:13] |f:0.1|. Procedure: To a stirred suspension of 60% NaH/mineral oil (12.48 g, 0.31 mol) in dry THF at 75° C. was added dropwise methyl 2-fluoro-2-methylpropanoate (24 g, 0.2 mol) in dry acetonitrile (16 mL, 0.31 mol) over the course of 45 min. The resulting pale yellow suspension was heated at 70° C. overnight, whereupon analysis by TLC indicated a single new product. After cooling to rt, the mixture was poured into water, acidified to pH˜2 with 2N HCl, and extracted with diethyl ether (1 L). The organic layer was d... The reactants are ClC=1C=C(C=CC1OC(C)C)C1=NC(=NS1)C=1C(=C(C=CC1)CCN1CCC(CC1)C(=O)OCC)OC (ethyl 1-{2-[3-(5-{3-chloro-4-[(1-methylethyl)oxy]phenyl}-1,2,4-thiadiazol-3-yl)-2-(methyloxy)phenyl]ethyl}-4-piperidinecarboxylate), [OH-].[Na+] (sodium hydroxide), Cl (HCl), [OH-].[Na+] (Sodium hydroxide). Solvent: O1CCCC1 (Tetrahydrofuran), C(C)O (Ethanol), O (Water). Conditions: time 16 hour. The product is ClC=1C=C(C=CC1OC(C)C)C1=NC(=NS1)C=1C(=C(C=CC1)CCN1CCC(CC1)C(=O)O)OC (1-{2-[3-(5-{3-chloro-4-[(1-methylethyl)oxy]phenyl}-1,2,4-thiadiazol-3-yl)-2-(methyloxy)phenyl]ethyl}-4-piperidinecarboxylic acid). The yield is 27.3%. Reaction SMILES: [Cl:1][C:2]1[CH:3]=[C:4]([C:12]2[S:16][N:15]=[C:14]([C:17]3[C:18]([O:36][CH3:37])=[C:19]([CH2:23][CH2:24][N:25]4[CH2:30][CH2:29][CH:28]([C:31]([O:33]CC)=[O:32])[CH2:27][CH2:26]4)[CH:20]=[CH:21][CH:22]=3)[N:13]=2)[CH:5]=[CH:6][C:7]=1[O:8][CH:9]([CH3:11])[CH3:10].[OH-].[Na+].Cl>O1CCCC1.C(O)C.O>[Cl:1][C:2]1[CH:3]=[C:4]([C:12]2[S:16][N:15]=[C:14]([C:17]3[C:18]([O:36][CH3:37])=[C:19]([CH2:23][CH2:24][N:25]4[CH2:26][CH2:27][CH:28]([C:31]([OH:33])=[O:32])[CH2:29][CH2:30]4)[CH:20]=[CH:21][CH:22]=3)[N:13]=2)[CH:5]=[CH:6][C:7]=1[O:8][CH:9]([CH3:10])[CH3:11] |f:1.2|. Procedure details: To a solution of ethyl 1-{2-[3-(5-{3-chloro-4-[(1-methylethyl)oxy]phenyl}-1,2,4-thiadiazol-3-yl)-2-(methyloxy)phenyl]ethyl}-4-piperidinecarboxylate (D104) (38.7 mg, 0.071 mmol) in Tetrahydrofuran (THF) (10 mL), Ethanol (2 mL) and Water (1 mL) was added sodium hydroxide (56.9 mg, 1.423 mmol). The reaction mixture was stirred at room temperature overnight (16 h). Sodium hydroxide (56.9 mg, 1.423 mmol) was added again. The reaction mixture was stirred at room temperature for 4 hours. The reaction m... The reactants are Vitamin E, C=1C=NC(=NC1)N2CCN(CC2)CCCCN3C(=O)CC4(CCCC4)CC3=O.Cl (buspirone HCl). The solvent is CCO (EtOH). The product is C=1C=NC(=NC1)N2CCN(CC2)CCCCN3C(=O)CC4(CCCC4)CC3=O (Buspirone). Reaction SMILES: [CH:1]1[CH:2]=[N:3][C:4]([N:7]2[CH2:12][CH2:11][N:10]([CH2:13][CH2:14][CH2:15][CH2:16][N:17]3[C:27](=[O:28])[CH2:26][C:21]4([CH2:25][CH2:24][CH2:23][CH2:22]4)[CH2:20][C:18]3=[O:19])[CH2:9][CH2:8]2)=[N:5][CH:6]=1.Cl>CCO>[CH:1]1[CH:6]=[N:5][C:4]([N:7]2[CH2:12][CH2:11][N:10]([CH2:13][CH2:14][CH2:15][CH2:16][N:17]3[C:27](=[O:28])[CH2:26][C:21]4([CH2:22][CH2:23][CH2:24][CH2:25]4)[CH2:20][C:18]3=[O:19])[CH2:9][CH2:8]2)=[N:3][CH:2]=1 |f:0.1|. Reported procedure: 0.2 grams of Phospholipin 90 were dissolved in 2.5 grams EtOH; to this solution 0.02 grams of Vitamin E were added and mixed to obtain a clear system. To this system, 0.2 grams of buspirone HCl dissolved in 7.08 grams DDW were slowly added under constant stirring at room temperature in Heidolph mixer (700 rpm). The obtained system was stirred for additional 5 minutes. Reactants: solution, [Cl-].[Al+3].[Cl-].[Cl-] (aluminum chloride), C(C1=CC=CC=C1)OC(NC=1C=C2C(=C(NC2=CC1)C1=CC(=CC(=C1)C)C)CCN(CCCCC1=CC=C(C=C1)[N+](=O)[O-])CC1=CC=CC=C1)=O ([3-(2-{benzyl-[4-(4-nitrophenyl)butyl]amino}ethyl)-2-(3,5-dimethylphenyl)-1H-indol-5-yl]carbamic acid benzyl ester), C1(=CC=CC=C1)OC (anisole), C(C1=CC=CC=C1)O (benzyl alcohol). Run in [N+](=O)([O-])C1=CC=CC=C1 (nitrobenzene). Reaction conditions: time 11.5 hour. Yields the product C(C1=CC=CC=C1)N(CCC1=C(NC2=CC=C(C=C12)N)C1=CC(=CC(=C1)C)C)CCCCC1=CC=C(C=C1)[N+](=O)[O-] (3-(2-{benzyl-[4-(4-nitrophenyl)butyl]amino}ethyl)-2-(3,5-dimethylphenyl)-1H-indol-5-ylamine). Isolated yield 88.2%. Reaction SMILES: C(OC(=O)[NH:10][C:11]1[CH:12]=[C:13]2[C:17](=[CH:18][CH:19]=1)[NH:16][C:15]([C:20]1[CH:25]=[C:24]([CH3:26])[CH:23]=[C:22]([CH3:27])[CH:21]=1)=[C:14]2[CH2:28][CH2:29][N:30]([CH2:44][C:45]1[CH:50]=[CH:49][CH:48]=[CH:47][CH:46]=1)[CH2:31][CH2:32][CH2:33][CH2:34][C:35]1[CH:40]=[CH:39][C:38]([N+:41]([O-:43])=[O:42])=[CH:37][CH:36]=1)C1C=CC=CC=1.C1(OC)C=CC=CC=1.C(O)C1C=CC=CC=1.[Cl-].[Al+3].[Cl-].[Cl-]>[N+](C1C=CC=CC=1)([O-])=O>[CH2:44]([N:30]([CH2:31][CH2:32][CH2:33][CH2:34][C:35]1[CH:40]=[CH:39][C:38]([N+:41]([O-:43])=[O:42])=[CH:37][CH:36]=1)[CH2:29][CH2:28][C:14]1[C:13]2[C:17](=[CH:18][CH:19]=[C:11]([NH2:10])[CH:12]=2)[NH:16][C:15]=1[C:20]1[CH:21]=[C:22]([CH3:27])[CH:23]=[C:24]([CH3:26])[CH:25]=1)[C:45]1[CH:46]=[CH:47][CH:48]=[CH:49][CH:50]=1 |f:3.4.5.6|. Procedure: To a solution of [3-(2-{benzyl-[4-(4-nitrophenyl)butyl]amino}ethyl)-2-(3,5-dimethylphenyl)-1H-indol-5-yl]carbamic acid benzyl ester (500 mg in 25 mL dry methylene chloride) was added 0.50 mL anisole followed by 0.035 mL benzyl alcohol and the mixture stirred at room temperature. Then, 2.94 mL of a 1M solution of aluminum chloride in nitrobenzene was added dropwise. After 11.5 hours, the reaction was cooled to 0° C. and quenched by the addition of saturated aqueous sodium bicarbonate and partitio... Reactants: OC(C(C)C)(C=1N=CN(C1)C(C1=CC=CC=C1)(C1=CC=CC=C1)C1=CC=CC=C1)C1=CC=C(C=C1)B(O)O (4-[1-hydroxy-2-methyl-1-(1-trityl-1H-imidazol-4-yl)propyl]phenylboronic acid), BrC1=CC=CC(=N1)NC(C)=O (N-(6-bromo-2-pyridyl)acetamide). Reagents/catalysts: C=1C=CC(=CC1)[P](C=2C=CC=CC2)(C=3C=CC=CC3)[Pd]([P](C=4C=CC=CC4)(C=5C=CC=CC5)C=6C=CC=CC6)([P](C=7C=CC=CC7)(C=8C=CC=CC8)C=9C=CC=CC9)[P](C=1C=CC=CC1)(C=1C=CC=CC1)C=1C=CC=CC1 (tetrakis(triphenylphosphine)palladium(0)). The product is OC(C(C)C)(C=1N=CN(C1)C(C1=CC=CC=C1)(C1=CC=CC=C1)C1=CC=CC=C1)C1=CC=C(C=C1)C1=CC=CC(=N1)NC(C)=O (N-(6-{4-[1-hydroxy-2-methyl-1-(1-trityl-1H-imidazol-4-yl)propyl]phenyl}-2-pyridyl)acetamide). Yield: 24.9%. RXN SMILES: [OH:1][C:2]([C:30]1[CH:35]=[CH:34][C:33](B(O)O)=[CH:32][CH:31]=1)([C:6]1[N:7]=[CH:8][N:9]([C:11]([C:24]2[CH:29]=[CH:28][CH:27]=[CH:26][CH:25]=2)([C:18]2[CH:23]=[CH:22][CH:21]=[CH:20][CH:19]=2)[C:12]2[CH:17]=[CH:16][CH:15]=[CH:14][CH:13]=2)[CH:10]=1)[CH:3]([CH3:5])[CH3:4].Br[C:40]1[N:45]=[C:44]([NH:46][C:47](=[O:49])[CH3:48])[CH:43]=[CH:42][CH:41]=1>C1C=CC([P]([Pd]([P](C2C=CC=CC=2)(C2C=CC=CC=2)C2C=CC=CC=2)([P](C2C=CC=CC=2)(C2C=CC=CC=2)C2C=CC=CC=2)[P](C2C=CC=CC=2)(C2C=CC=CC=2)C2C=CC=CC=2)(C2C=CC=CC=2)C2C=CC=CC=2)=CC=1>[OH:1][C:2]([C:30]1[CH:35]=[CH:34][C:33]([C:40]2[N:45]=[C:44]([NH:46][C:47](=[O:49])[CH3:48])[CH:43]=[CH:42][CH:41]=2)=[CH:32][CH:31]=1)([C:6]1[N:7]=[CH:8][N:9]([C:11]([C:24]2[CH:29]=[CH:28][CH:27]=[CH:26][CH:25]=2)([C:18]2[CH:23]=[CH:22][CH:21]=[CH:20][CH:19]=2)[C:12]2[CH:17]=[CH:16][CH:15]=[CH:14][CH:13]=2)[CH:10]=1)[CH:3]([CH3:5])[CH3:4] |^1:53,55,74,93|. Procedure: By the reaction in the same manner as in Example 33-(ii) using 4-[1-hydroxy-2-methyl-1-(1-trityl-1H-imidazol-4-yl)propyl]phenylboronic acid (3.01 g), N-(6-bromo-2-pyridyl)acetamide (1.05 g) and tetrakis(triphenylphosphine)palladium(0) (0.138 g), the title compound (0.720 g) was obtained as colorless powder crystals. Product: C1(=CC=CC=C1)C1=NC(=CC(N1)=O)C1=CNC2=NC=CC=C21 (2-phenyl-6-(1H-pyrrolo[2,3-b]pyridin-3-yl)pyrimidin-4(3H)-one). The reactants are COC1=CC(=NC(=N1)S(=O)(=O)C)C1=CN(C2=NC=CC=C21)S(=O)(=O)C2=CC=CC=C2 (3-(6-methoxy-2-(methylsulfonyl)pyrimidin-4-yl)-1-(phenylsulfonyl)-1H-pyrrolo[2,3-b]pyridine), C1(=CC=CC=C1)[Mg]Br (phenylmagnesium bromide), C(C)OCC (diethyl ether), [OH-].[Na+] (sodium hydroxide), Cl (HCl). Conditions: time 15 minute. As a reaction SMILES: C[O:2][C:3]1[N:8]=[C:7](S(C)(=O)=O)[N:6]=[C:5]([C:13]2[C:21]3[C:16](=[N:17][CH:18]=[CH:19][CH:20]=3)[N:15](S(C3C=CC=CC=3)(=O)=O)[CH:14]=2)[CH:4]=1.[C:31]1([Mg]Br)[CH:36]=[CH:35][CH:34]=[CH:33][CH:32]=1.C(OCC)C.[OH-].[Na+].Cl>COCCOC>[C:31]1([C:7]2[NH:8][C:3](=[O:2])[CH:4]=[C:5]([C:13]3[C:21]4[C:16](=[N:17][CH:18]=[CH:19][CH:20]=4)[NH:15][CH:14]=3)[N:6]=2)[CH:36]=[CH:35][CH:34]=[CH:33][CH:32]=1 |f:3.4|. Reported procedure: To a solution of EXAMPLE 1B (89 mg, 0.20 mmol) in 1,2-dimethoxyethane (2 mL) at 0° C. was added dropwise 3M phenylmagnesium bromide in diethyl ether (0.133 mL, 0.40 mmol)). The mixture was slowly warmed to room temperature and stirred for 15 minutes. To the solution was added dropwise 1M aqueous sodium hydroxide (2 mL, 2 mmol). The mixture was stirred at room temperature for 1 day and concentrated. The residue was dissolved in 12% aqueous HCl (0.62 mL, 2.25 mmol) and heated at 90° C. for 4 hours... The solvent is COCCOC (1,2-dimethoxyethane). Starting materials: Cl.C1(=CC=C(C=C1)C(=N)N)C (p-toluamidine hydrochloride), C(CC(=O)OCC)(=O)OCC (diethyl malonate). Product: C1(=CC=C(C=C1)C=1NC(CC(N1)=O)=O)C (2-(4-tolyl)-4,6-(1H,5H)-pyrimidinedione). Reaction SMILES: Cl.[C:2]1([CH3:11])[CH:7]=[CH:6][C:5]([C:8]([NH2:10])=[NH:9])=[CH:4][CH:3]=1.[C:12](OCC)(=[O:19])[CH2:13][C:14](OCC)=[O:15]>>[C:2]1([CH3:11])[CH:7]=[CH:6][C:5]([C:8]2[NH:9][C:12](=[O:19])[CH2:13][C:14](=[O:15])[N:10]=2)=[CH:4][CH:3]=1 |f:0.1|. Procedure: Similarly, reacting p-toluamidine hydrochloride with diethyl malonate affords 2-(4-tolyl)-4,6-(1H,5H)-pyrimidinedione which is then reacted with phosphoryl chloride to produce 4,6-dichloro-2-(4-tolyl)-pyrimidine, m.p. 84°-85°C.